describe an organic reaction: reactants, conditions, products, and yield From a dataset of the Open Reaction Database (ORD), a public repository of structured organic reaction records. Starting materials: O=[N+]([O-])c1cccnc1Cl, [H-], [Na+], O, OCCO. Yields the product O=[N+]([O-])c1cccnc1OCCO. RXN SMILES: [Cl:7][c:8]1[n:9][cH:10][cH:11][cH:12][c:13]1[N+:14](=[O:15])[O-:16].[H-:1].[Na+:2].[OH2:17].[OH:3][CH2:4][CH2:5][OH:6]>>[OH:3][CH2:4][CH2:5][O:6][c:8]1[n:9][cH:10][cH:11][cH:12][c:13]1[N+:14](=[O:15])[O-:16].